From a dataset of the Open Reaction Database (ORD), a public repository of structured organic reaction records. describe an organic reaction: reactants, conditions, products, and yield The reactants are C1(CC1)C=1N=C2N(C=C(C=C2)N2C(C=C(C=C2)O)=O)C1C (1-(2-cyclopropyl-3-methylimidazo[1,2-a]pyridin-6-yl)-4-hydroxypyridin-2(1H)-one), ClC=1C=CC(=NC1)CO ((5-chloropyridin-2-yl)methanol), C(CCC)P(CCCC)CCCC (tributylphosphine), N(=NC(=O)N1CCCCC1)C(=O)N1CCCCC1 (1,1′-(azodicarbonyl)dipiperidine). Run in C1CCOC1 (THF), CCOC(=O)C (EtOAc). Reaction conditions: time 3 hour. Product: ClC=1C=CC(=NC1)COC1=CC(N(C=C1)C=1C=CC=2N(C1)C(=C(N2)C2CC2)C)=O (4-((5-Chloropyridin-2-yl)methoxy)-1-(2-cyclopropyl-3-methylimidazo[1,2-a]pyridin-6-yl)pyridin-2(1H)-one). Yield: 53.1%. RXN SMILES: [CH:1]1([C:4]2[N:5]=[C:6]3[CH:11]=[CH:10][C:9]([N:12]4[CH:17]=[CH:16][C:15]([OH:18])=[CH:14][C:13]4=[O:19])=[CH:8][N:7]3[C:20]=2[CH3:21])[CH2:3][CH2:2]1.[Cl:22][C:23]1[CH:24]=[CH:25][C:26]([CH2:29]O)=[N:27][CH:28]=1.C(P(CCCC)CCCC)CCC.N(C(N1CCCCC1)=O)=NC(N1CCCCC1)=O>C1COCC1.CCOC(C)=O>[Cl:22][C:23]1[CH:24]=[CH:25][C:26]([CH2:29][O:18][C:15]2[CH:16]=[CH:17][N:12]([C:9]3[CH:10]=[CH:11][C:6]4[N:7]([C:20]([CH3:21])=[C:4]([CH:1]5[CH2:3][CH2:2]5)[N:5]=4)[CH:8]=3)[C:13](=[O:19])[CH:14]=2)=[N:27][CH:28]=1. Procedure: To a solution of 1-(2-cyclopropyl-3-methylimidazo[1,2-a]pyridin-6-yl)-4-hydroxypyridin-2(1H)-one (100 mg), (5-chloropyridin-2-yl)methanol (102 mg) and tributylphosphine (266 μl) in THF (15 ml) was added 1,1′-(azodicarbonyl)dipiperidine (269 mg) at 60° C., and the mixture was stirred at the same temperature for 3 h. The mixture was diluted with EtOAc, and washed with water and brine. The organic layer was concentrated, and purified by NH silica gel column chromatography (hexane/EtOAc) to give the... Starting materials: CC1CN(C1)C=1C=CC(=NC1)[N+](=O)[O-] (5-(3-Methylazetidin-1-yl)-2-nitropyridine). The solvent is C(C)O (ethanol), C(C)(=O)OCC (ethyl acetate). Reaction conditions: time 3 hour. Yields the product CC1CN(C1)C=1C=CC(=NC1)N (5-(3-Methylazetidin-1-yl)pyridin-2-amine). Isolated yield 101.0%. RXN SMILES: [CH3:1][CH:2]1[CH2:5][N:4]([C:6]2[CH:7]=[CH:8][C:9]([N+:12]([O-])=O)=[N:10][CH:11]=2)[CH2:3]1>C(O)C.C(OCC)(=O)C>[CH3:1][CH:2]1[CH2:5][N:4]([C:6]2[CH:7]=[CH:8][C:9]([NH2:12])=[N:10][CH:11]=2)[CH2:3]1. Procedure: A 250-mL Parr reactor bottle was purged with nitrogen and charged with 10% palladium on carbon (50% wet, 800 mg dry weight) and a solution of 236a (2.58 g, 13.4 mmol) in a mixture of ethanol (25 mL) and ethyl acetate (25 mL). The bottle was attached to a Parr hydrogenator, evacuated, charged with hydrogen gas to a pressure of 50 psi and shaken for 3 h. After this time, the hydrogen was evacuated, and nitrogen was charged into the bottle. Celite 521 (3.50 g) was added, and the mixture was filtere... Reactants: NC(C(=O)O)(C)C1=CC=CC=C1 (2-Amino-2-phenyl-propionic acid), [OH-].[Na+] (NaOH), ClC(=O)OC (Methyl Chloroformate). The solvent is C1CCOC1 (THF), Cl (HCl), Cl (HCl). Conditions: time 18 hour. Yields the product COC(=O)NC(C(=O)O)(C)C1=CC=CC=C1 (2-Methoxycarbonylamino-2-phenyl-propionic acid). Isolated yield 48.8%. Reaction SMILES: [NH2:1][C:2]([C:7]1[CH:12]=[CH:11][CH:10]=[CH:9][CH:8]=1)([CH3:6])[C:3]([OH:5])=[O:4].[OH-].[Na+].Cl[C:16]([O:18][CH3:19])=[O:17]>C1COCC1.Cl>[CH3:19][O:18][C:16]([NH:1][C:2]([C:7]1[CH:12]=[CH:11][CH:10]=[CH:9][CH:8]=1)([CH3:6])[C:3]([OH:5])=[O:4])=[O:17] |f:1.2|. Reported procedure: To a solution of 2-Amino-2-phenyl-propionic acid (1.00 g, 6.06 mmol) in THF (17 mL), was added aqueous NaOH (6 M, 2.5 mL, 15.0 mmol) and Methyl Chloroformate (0.55 mL, 7.10 mmol). The solution was stirred for 18 h. Aqueous HCl (12 M, 1.5 mL, 18 mmol) was slowly added. The solution was diluted with HCl (1M) and extracted with Et2O (3 times). The combined organic layers were extracted with NaOH (2N, 3 times). The aqueous layers were acidified with HCl (12 N) and extracted with Et2O (3 times). The ... Starting materials: CCCCCC, C1CCOC1, CCOC(=O)C(C)=CC1CCC2(O)C3CCC4CC(O)CCC4(C)C3CCC12C. The product is CC(=CC1CCC2(O)C3CCC4CC(O)CCC4(C)C3CCC12C)CO. Reaction SMILES: [CH3:35][CH2:36][CH2:37][CH2:38][CH2:39][CH3:40].[O:30]1[CH2:31][CH2:32][CH2:33][CH2:34]1.[OH:1][CH:2]1[CH2:3][CH:4]2[CH2:5][CH2:6][CH:7]3[C:8]4([OH:29])[CH2:9][CH2:10][CH:11]([CH:12]=[C:13]([C:14](=[O:15])[O:16][CH2:17][CH3:18])[CH3:19])[C:20]4([CH3:28])[CH2:21][CH2:22][CH:23]3[C:24]2([CH3:27])[CH2:25][CH2:26]1>>[OH:1][CH:2]1[CH2:3][CH:4]2[CH2:5][CH2:6][CH:7]3[C:8]4([OH:29])[CH2:9][CH2:10][CH:11]([CH:12]=[C:13]([CH2:14][OH:15])[CH3:19])[C:20]4([CH3:28])[CH2:21][CH2:22][CH:23]3[C:24]2([CH3:27])[CH2:25][CH2:26]1. Reactants: CON(C(=O)C1CN(C1)C(=O)OC(C)(C)C)C (tert-butyl 3-{[methoxy(methyl)amino]carbonyl}azetidine-1-carboxylate), O1CCCC1 (tetrahydrofuran), O1CCCC1.C[Mg]Cl (methylmagnesium chloride tetrahydrofuran). Run in CCOCC (ether). Run at temperature 0 celsius, time 1 hour. The product is C(C)(=O)C1CN(C1)C(=O)OC(C)(C)C (tert-butyl 3-acetylazetidine-1-carboxylate). Reaction SMILES: CON(C)[C:4]([CH:6]1[CH2:9][N:8]([C:10]([O:12][C:13]([CH3:16])([CH3:15])[CH3:14])=[O:11])[CH2:7]1)=[O:5].O1CCC[CH2:19]1.O1CCCC1.C[Mg]Cl>CCOCC>[C:4]([CH:6]1[CH2:7][N:8]([C:10]([O:12][C:13]([CH3:14])([CH3:15])[CH3:16])=[O:11])[CH2:9]1)(=[O:5])[CH3:19] |f:2.3|. Procedure: To a 100 ml round bottom flask was added tert-butyl 3-{[methoxy(methyl)amino]carbonyl}azetidine-1-carboxylate (2.6 g, 10.6 mmol) and 20 ml tetrahydrofuran. The resulting solution was cooled to 0° C. and methylmagnesium chloride tetrahydrofuran solution (4.3 ml, 3M, 12.8 mmol) was added by a syringe. The reaction mixture was stirred at 0° C. for 1 hour. It was diluted with 100 ml ether, and the resulting mixture was washed twice with 100 ml saturated ammonium chloride solution. The organics were ... Reactants: solid, Cl.Cl.Cl.O1CCC=2C1=C(N=CC2)N2CCN(CC2)CC[C@@H]2CC[C@H](CC2)N (trans-4-{2-[4-(2,3-dihydro-furo[2,3-c]pyridin-7-yl)-piperazin-1-yl]-ethyl}-cyclohexylamine trihydrochloride), Cl.Cl.Cl.O1CCC=2C1=C(N=CC2)N2CCN(CC2)CC[C@@H]2CC[C@H](CC2)N (trans-4-{2-[4-(2,3-dihydro-furo[2,3-c]pyridin-7-yl)-piperazin-1-yl]-ethyl}-cyclohexylamine trihydrochloride), O1COC2=C1C=CC(=C2)C(=O)O (benzo[d][1,3]dioxole-5-carboxylic acid). The product is O1CCC=2C1=C(N=CC2)N2CCN(CC2)CC[C@@H]2CC[C@H](CC2)NC(=O)C2=CC1=C(OCO1)C=C2 (Benzo[1,3]dioxole-5-carboxylic acid trans-(4-{2-[4-(2,3-dihydro-furo[2,3-c]pyridin-7-yl)-piperazin-1-yl]-ethyl}-cyclohexyl)-amide). Reaction SMILES: Cl.Cl.Cl.[O:4]1[C:8]2=[C:9]([N:13]3[CH2:18][CH2:17][N:16]([CH2:19][CH2:20][C@H:21]4[CH2:26][CH2:25][C@H:24]([NH2:27])[CH2:23][CH2:22]4)[CH2:15][CH2:14]3)[N:10]=[CH:11][CH:12]=[C:7]2[CH2:6][CH2:5]1.[O:28]1[C:32]2[CH:33]=[CH:34][C:35]([C:37](O)=[O:38])=[CH:36][C:31]=2[O:30][CH2:29]1>>[O:4]1[C:8]2=[C:9]([N:13]3[CH2:18][CH2:17][N:16]([CH2:19][CH2:20][C@H:21]4[CH2:26][CH2:25][C@H:24]([NH:27][C:37]([C:35]5[CH:34]=[CH:33][C:32]6[O:28][CH2:29][O:30][C:31]=6[CH:36]=5)=[O:38])[CH2:23][CH2:22]4)[CH2:15][CH2:14]3)[N:10]=[CH:11][CH:12]=[C:7]2[CH2:6][CH2:5]1 |f:0.1.2.3|. Reported procedure: The title compound, white solid (110 mg, 92%), MS (ISP) m/z=479.4 [(M+H)+], mp 213.5° C., was prepared in accordance with the general method of example 6 from trans-4-{2-[4-(2,3-dihydro-furo[2,3-c]pyridin-7-yl)-piperazin-1-yl]-ethyl}-cyclohexylamine trihydrochloride (intermediate B) (110 mg, 0.25 mmol) and benzo[d][1,3]dioxole-5-carboxylic acid. The reactants are CC1=C(C=C(C=C1)C=1OC(=NN1)C)C1=CC=C(C=C1)C(=O)O (2′-Methyl-5′-(5-methyl-1,3,4-oxadiazol-2-yl)-1,1′-biphenyl-4-carboxylic acid), NC1=CC=CC=C1 (aniline), Cl.CN(CCCN=C=NCC)C (1-(3-dimethylaminopropyl)-3-ethyl carbodiimide hydrochloride). The reagents and catalysts are CN(C)C=O (DMF). Solvent: C(Cl)Cl (DCM). Conditions: time 4 hour. Product: CC1=C(C=C(C=C1)C=1OC(=NN1)C)C1=CC=C(C=C1)C(=O)NC1=CC=CC=C1 (2′-methyl-5′-(5-methyl-1,3,4-oxadiazol-2-yl)-N-phenyl-1,1′-biphenyl-4-carboxamide). The yield is 51.0%. Reaction SMILES: [CH3:1][C:2]1[CH:7]=[CH:6][C:5]([C:8]2[O:9][C:10]([CH3:13])=[N:11][N:12]=2)=[CH:4][C:3]=1[C:14]1[CH:19]=[CH:18][C:17]([C:20](O)=[O:21])=[CH:16][CH:15]=1.[NH2:23][C:24]1[CH:29]=[CH:28][CH:27]=[CH:26][CH:25]=1.Cl.CN(C)CCCN=C=NCC>CN(C=O)C.C(Cl)Cl>[CH3:1][C:2]1[CH:7]=[CH:6][C:5]([C:8]2[O:9][C:10]([CH3:13])=[N:11][N:12]=2)=[CH:4][C:3]=1[C:14]1[CH:15]=[CH:16][C:17]([C:20]([NH:23][C:24]2[CH:29]=[CH:28][CH:27]=[CH:26][CH:25]=2)=[O:21])=[CH:18][CH:19]=1 |f:2.3|. Procedure details: 2′-Methyl-5′-(5-methyl-1,3,4-oxadiazol-2-yl)-1,1′-biphenyl-4-carboxylic acid (50 mg, 0.17 mmol), aniline (16 mg, 0.17 mmol) and 1-(3-dimethylaminopropyl)-3-ethyl carbodiimide hydrochloride (33 mg, 0.17 mmol) and DMF (20 drops) were suspended in dry DCM (5 ml) and stirred at room temperature under nitrogen for 4 h. The mixture was absorbed onto an SPE (silica, 10 g), eluted with DCM and then with a DCM/ethanol/ammonia gradient (250:8:1 to 100:8:1). The solvent was evaporated from the product frac... Starting materials: CCOc1ccccc1CCNC(=O)CCc1ccc(OCc2ccccc2C(=O)OC)cc1, C1CCOC1, Cl, [Li+], [OH-], O. Yields the product CCOc1ccccc1CCNC(=O)CCc1ccc(OCc2ccccc2C(=O)O)cc1. RXN SMILES: [CH2:1]([CH3:2])[O:3][c:4]1[c:5]([CH2:10][CH2:11][NH:12][C:13]([CH2:14][CH2:15][c:16]2[cH:17][cH:18][c:19]([O:20][CH2:21][c:22]3[c:23]([C:24](=[O:25])[O:26][CH3:27])[cH:28][cH:29][cH:30][cH:31]3)[cH:32][cH:33]2)=[O:34])[cH:6][cH:7][cH:8][cH:9]1.[CH2:38]1[O:39][CH2:40][CH2:41][CH2:42]1.[ClH:37].[Li+:35].[OH-:36].[OH2:43]>>[CH2:1]([CH3:2])[O:3][c:4]1[c:5]([CH2:10][CH2:11][NH:12][C:13]([CH2:14][CH2:15][c:16]2[cH:17][cH:18][c:19]([O:20][CH2:21][c:22]3[c:23]([C:24](=[O:25])[OH:26])[cH:28][cH:29][cH:30][cH:31]3)[cH:32][cH:33]2)=[O:34])[cH:6][cH:7][cH:8][cH:9]1.